This data is from the Open Reaction Database (ORD), a public repository of structured organic reaction records. The task is: describe an organic reaction: reactants, conditions, products, and yield Starting materials: CC#N, CCc1cc(CBr)ccn1, CN(C)C=O, CC#N, CC1(C)NC(=O)N(c2ccc(OC(F)(F)F)cc2)C1=O, [H-], [Na+], O, O. The product is CCc1cc(CN2C(=O)N(c3ccc(OC(F)(F)F)cc3)C(=O)C2(C)C)ccn1. Reaction SMILES: [C:42](#[N:43])[CH3:44].[CH2:23]([CH3:24])[c:25]1[n:26][cH:27][cH:28][c:29]([CH2:31][Br:32])[cH:30]1.[CH3:34][N:35]([CH3:36])[CH:37]=[O:38].[CH3:39][C:40]#[N:41].[CH3:3][C:4]1([CH3:22])[C:5](=[O:21])[N:6]([c:10]2[cH:11][cH:12][c:13]([O:16][C:17]([F:18])([F:19])[F:20])[cH:14][cH:15]2)[C:7](=[O:9])[NH:8]1.[H-:1].[Na+:2].[OH2:33].[OH2:45]>>[CH3:3][C:4]1([CH3:22])[C:5](=[O:21])[N:6]([c:10]2[cH:11][cH:12][c:13]([O:16][C:17]([F:18])([F:19])[F:20])[cH:14][cH:15]2)[C:7](=[O:9])[N:8]1[CH2:31][c:29]1[cH:28][cH:27][n:26][c:25]([CH2:23][CH3:24])[cH:30]1. Starting materials: [Li+].[OH-] (LiOH), C(C)OC(=O)C1=NC=NC(=C1)OC=1C=C2CCN(C2=CC1)C(NC1=CC(=CC=C1)C(F)(F)F)=O (6-[1-(3-trifluoromethyl-phenylcarbamoyl)-2,3-dihydro-1H-indol-5-yloxy]-pyrimidine-4-carboxylic acid ethyl ester). Run in C1CCOC1 (THF). Conditions: time 1 hour. The product is FC(C=1C=C(C=CC1)NC(=O)N1CCC2=CC(=CC=C12)OC1=CC(=NC=N1)C(=O)O)(F)F (6-[1-(3-Trifluoromethyl-phenylcarbamoyl)-2,3-dihydro-1H-indol-5-yloxy]-pyrimidine-4-carboxylic acid). As a reaction SMILES: [Li+].[OH-].C([O:5][C:6]([C:8]1[CH:13]=[C:12]([O:14][C:15]2[CH:16]=[C:17]3[C:21](=[CH:22][CH:23]=2)[N:20]([C:24](=[O:36])[NH:25][C:26]2[CH:31]=[CH:30][CH:29]=[C:28]([C:32]([F:35])([F:34])[F:33])[CH:27]=2)[CH2:19][CH2:18]3)[N:11]=[CH:10][N:9]=1)=[O:7])C>C1COCC1>[F:34][C:32]([F:33])([F:35])[C:28]1[CH:27]=[C:26]([NH:25][C:24]([N:20]2[C:21]3[C:17](=[CH:16][C:15]([O:14][C:12]4[N:11]=[CH:10][N:9]=[C:8]([C:6]([OH:7])=[O:5])[CH:13]=4)=[CH:23][CH:22]=3)[CH2:18][CH2:19]2)=[O:36])[CH:31]=[CH:30][CH:29]=1 |f:0.1|. Procedure: 8.9 ml LiOH (1 M in H2O) are added to a solution of 2.80 g (5.9 mMol) 6-[1-(3-trifluoromethyl-phenylcarbamoyl)-2,3-dihydro-1H-indol-5-yloxy]-pyrimidine-4-carboxylic acid ethyl ester in 20 ml THF. After 1 h at rt, the mixture is concentrated under reduced pressure, the residue re-dissolved in EtOAc and 1 M HCl, the aqueous layer separeted off and extracted twice with EtOAc. The organic phases are washed twice with 1 M HCl, water and brine, dried (Na2SO4) and concentrated to the title compound: MS... Starting materials: O (Water), C1(CCCC1)ON (O-cyclopentylhydroxylamine), ClC=1C=C(C(=O)C2=CC=C(C(N2)=O)C)C=CC1S(=O)(=O)C (6-[3-chloro-4-(methylsulfonyl)benzoyl]-3-methylpyridin-2(1H)-one), C1(CCCC1)ON (O-cyclopentylhydroxylamine). Solvent: C(CCC)O (n-butanol). Reaction conditions: temperature 200 celsius, time 2 hour. Yields the product ClC=1C=C(C=CC1S(=O)(=O)C)\C(\C1=CC=C(C(N1)=O)C)=N/OC1CCCC1 ((E)-6-{[3-chloro-4-(methylsulfonyl)phenyl](cyclopentyloxyimino)methyl}-3-methylpyridin-2(1H)-one). The yield is 34.0%. As a reaction SMILES: [CH:1]1([O:6][NH2:7])[CH2:5][CH2:4][CH2:3][CH2:2]1.[Cl:8][C:9]1[CH:10]=[C:11]([CH:22]=[CH:23][C:24]=1[S:25]([CH3:28])(=[O:27])=[O:26])[C:12]([C:14]1[NH:19][C:18](=[O:20])[C:17]([CH3:21])=[CH:16][CH:15]=1)=O.O>C(O)CCC>[Cl:8][C:9]1[CH:10]=[C:11](/[C:12](=[N:7]\[O:6][CH:1]2[CH2:5][CH2:4][CH2:3][CH2:2]2)/[C:14]2[NH:19][C:18](=[O:20])[C:17]([CH3:21])=[CH:16][CH:15]=2)[CH:22]=[CH:23][C:24]=1[S:25]([CH3:28])(=[O:27])=[O:26]. Reported procedure: O-cyclopentylhydroxylamine (0.3 mL) was added to a solution of 6-[3-chloro-4-(methylsulfonyl)benzoyl]-3-methylpyridin-2(1H)-one (220 mg) in n-butanol (2 mL) at room temperature, and the mixture was stirred under microwave irradiation at 200° C. for two hours. O-cyclopentylhydroxylamine (0.3 mL) was further added at room temperature, and the mixture was stirred under microwave irradiation at 200° C. for three hours. Water was added to the reaction solution, followed by extraction with chloroform.... Reactants: O=C(OCc1ccccc1)c1ccc(Cl)cc1OCc1ccccc1, CCOC(C)=O, Cc1ccccc1, CC1(C)OB(c2cccnc2)OC1(C)C, COc1cccc(OC)c1-c1ccccc1P(C1CCCCC1)C1CCCCC1, [K+], [K+], [K+], CC(=O)[O-], CC(=O)[O-], O=C(O)CC(O)(CC(=O)O)C(=O)O, O=P([O-])([O-])[O-], [Pd+2]. The product is O=C(OCc1ccccc1)c1ccc(-c2cccnc2)cc1OCc1ccccc1. RXN SMILES: [CH2:53]([c:54]1[cH:55][cH:56][cH:57][cH:58][cH:59]1)[O:60][c:61]1[c:62]([C:63](=[O:64])[O:65][CH2:66][c:67]2[cH:68][cH:69][cH:70][cH:71][cH:72]2)[cH:73][cH:74][c:75]([Cl:77])[cH:76]1.[CH3:100][CH2:101][O:102][C:103](=[O:104])[CH3:105].[CH3:106][c:107]1[cH:108][cH:109][cH:110][cH:111][cH:112]1.[CH3:1][C:2]1([CH3:3])[C:4]([CH3:5])([CH3:6])[O:7][B:8]([c:9]2[cH:10][n:11][cH:12][cH:13][cH:14]2)[O:15]1.[CH:24]1([P:25]([CH:26]2[CH2:27][CH2:28][CH2:29][CH2:30][CH2:31]2)[c:32]2[cH:33][cH:34][cH:35][cH:36][c:37]2-[c:38]2[c:39]([O:40][CH3:41])[cH:42][cH:43][cH:44][c:45]2[O:46][CH3:47])[CH2:48][CH2:49][CH2:50][CH2:51][CH2:52]1.[K+:21].[K+:22].[K+:23].[O-:92][C:93]([CH3:94])=[O:95].[O-:96][C:97]([CH3:98])=[O:99].[OH:78][C:79]([CH2:80][C:81]([C:82](=[O:83])[OH:84])([CH2:85][C:86](=[O:87])[OH:88])[OH:89])=[O:90].[P:16]([O-:17])([O-:18])([O-:19])=[O:20].[Pd+2:91]>>[c:9]1(-[c:75]2[cH:74][cH:73][c:62]([C:63](=[O:64])[O:65][CH2:66][c:67]3[cH:68][cH:69][cH:70][cH:71][cH:72]3)[c:61]([O:60][CH2:53][c:54]3[cH:55][cH:56][cH:57][cH:58][cH:59]3)[cH:76]2)[cH:10][n:11][cH:12][cH:13][cH:14]1.